This data is from the Open Reaction Database (ORD), a public repository of structured organic reaction records. The task is: describe an organic reaction: reactants, conditions, products, and yield The reactants are Cl (HCl), C(=O)(O)[O-].[Na+] (NaHCO3), B(F)(F)F.CCOCC (Boron trifluoride diethyl etherate), COC(=O)C1=CC=CC=2NC(COC21)=O (3-oxo-3,4-dihydro-2H-benzo[1,4]oxazine-8-carboxylic acid methyl ester), [BH4-].[Na+] (sodium borohydride). Run in CCOC(=O)C (EtOAc), C1CCOC1 (THF). Run at temperature 5 celsius, time 60 minute. The product is COC(=O)C1=CC=CC=2NCCOC21 (3,4-dihydro-2H-benzo[1,4]oxazine-8-carboxylic Acid Methyl Ester). As a reaction SMILES: B(F)(F)F.CCOCC.[CH3:10][O:11][C:12]([C:14]1[C:23]2[O:22][CH2:21][C:20](=O)[NH:19][C:18]=2[CH:17]=[CH:16][CH:15]=1)=[O:13].[BH4-].[Na+].Cl.C([O-])(O)=O.[Na+]>C1COCC1.CCOC(C)=O>[CH3:10][O:11][C:12]([C:14]1[C:23]2[O:22][CH2:21][CH2:20][NH:19][C:18]=2[CH:17]=[CH:16][CH:15]=1)=[O:13] |f:0.1,3.4,6.7|. Procedure details: Boron trifluoride diethyl etherate (10.1 mmol) is added dropwise to a mixture of 3-oxo-3,4-dihydro-2H-benzo[1,4]oxazine-8-carboxylic acid methyl ester (4.83 mmol) in THF (12 mL) to keep the temperature below 5° C. After 20 min sodium borohydride (10.1 mmol) is added and the mixture is stirred at 5° C. for 60 min. EtOAc (6.0 mL) and aq. HCl (1.0 M, 6.0 mL) are added dropwise. The mixture is made basic by addition of sat. aq. NaHCO3 solution, the layers are separated and the aq. layer is extracted... The reactants are ClC=1N=C2N(CCC(N(C2=CN1)C)=O)CC#C (9-chloro-2-methyl-6-prop-2-ynyl-2,6,8,10-tetrazabicyclo[5.4.0]undeca-7,9,11-trien-3-one), ClC=1N=C2N(CCC(N(C2=CN1)C)=O)CC#C (9-chloro-2-methyl-6-prop-2-ynyl-2,6,8,10-tetrazabicyclo[5.4.0]undeca-7,9,11-trien-3-one), NC1=C(C=C(C(=O)NC2CCN(CC2)C)C=C1)OC (4-amino-3-methoxy-N-(1-methyl-4-piperidyl)benzamide), O.C1(=CC=C(C=C1)S(=O)(=O)O)C (p-toluenesulphonic acid monohydrate), C(C)(C)O (isopropanol). Run in CO (methanol). Reaction conditions: temperature 150 celsius. Product: COC=1C=C(C(=O)NC2CCN(CC2)C)C=CC1NC1=NC=C2N(C(CCN(C2=N1)CC#C)=O)C (3-methoxy-4-[(6-methyl-5-oxo-2-prop-2-ynyl-2,6,9,11-tetrazabicyclo[5.4.0]undeca-7,9,11-trien-10-yl)amino]-N-(1-methyl-4-piperidyl)benzamide), gum. The yield is 3.0%. Reaction SMILES: Cl[C:2]1[N:3]=[C:4]2[C:10](=[CH:11][N:12]=1)[N:9]([CH3:13])[C:8](=[O:14])[CH2:7][CH2:6][N:5]2[CH2:15][C:16]#[CH:17].[NH2:18][C:19]1[CH:34]=[CH:33][C:22]([C:23]([NH:25][CH:26]2[CH2:31][CH2:30][N:29]([CH3:32])[CH2:28][CH2:27]2)=[O:24])=[CH:21][C:20]=1[O:35][CH3:36].O.C1(C)C=CC(S(O)(=O)=O)=CC=1.C(O)(C)C>CO>[CH3:36][O:35][C:20]1[CH:21]=[C:22]([CH:33]=[CH:34][C:19]=1[NH:18][C:2]1[N:3]=[C:4]2[C:10]([N:9]([CH3:13])[C:8](=[O:14])[CH2:7][CH2:6][N:5]2[CH2:15][C:16]#[CH:17])=[CH:11][N:12]=1)[C:23]([NH:25][CH:26]1[CH2:31][CH2:30][N:29]([CH3:32])[CH2:28][CH2:27]1)=[O:24] |f:2.3|. Procedure details: 9-chloro-2-methyl-6-prop-2-ynyl-2,6,8,10-tetrazabicyclo[5.4.0]undeca-7,9,11-trien-3-one (Intermediate 154; 53 mg, 0.21 mmol), 4-amino-3-methoxy-N-(1-methyl-4-piperidyl)benzamide (WO06/018220; 66 mg, 0.25 mmol) p-toluenesulphonic acid monohydrate acid (80 mg, 0.42 mmol) and isopropanol (4 mL) were combined in a 10 mL microwave reactor tube and heated in by microwave irradiation at 150° C. for 80 minutes. The sample was transferred to an SCX (10 g) cartridge pre-wet with methanol, washed with meth... Solvent: CC(=O)C (acetone). As a reaction SMILES: [CH3:1][NH:2][CH2:3][CH2:4][OH:5].[OH-].[Na+].Br[CH2:9][CH2:10][CH2:11][Cl:12]>CC(C)=O>[Cl:12][CH2:11][CH2:10][CH2:9][N:2]([CH3:1])[CH2:3][CH2:4][OH:5] |f:1.2|. The reactants are CNCCO (2-(Methylamino)-ethanol), [OH-].[Na+] (NaOH), BrCCCCl (1-bromo-3-chloropropane). Yields the product ClCCCN(CCO)C (2-[(3-Chloro-propyl)-methyl-amino]-ethanol). Procedure details: 2-(Methylamino)-ethanol (1.0 g, 13.3 mmol), acetone (20 ml, 20 vol), 5M NaOH solution (3.19 ml, 1.2 eq.) and 1-bromo-3-chloropropane (6.28 g, 39.9 mmol, 3 eq.) were reacted together according to general procedure A to give the title compound (1.14 g, 55%) as a colourless oil. The yield is 56.5%. The reactants are COC=1C=C(C=CC1CN1N=NC=C1)C=1OC2=C(N1)C=CC=C2 (2-[3-methoxy-4-(1H-1,2,3-triazol-1-ylmethyl)phenyl]-1,3-benzoxazole), BrCC1=C(C=C(C=C1)C=1OC2=C(N1)C=CC=C2)OC (2-[4-(bromomethyl)-3-methoxyphenyl]-1,3-benzoxazole), N1C=NC=C1 (imidazole). The product is N1(C=NC=C1)CC1=C(C=C(C=C1)C=1OC2=C(N1)C=CC=C2)OC (2-[4-(1H-imidazol-1-ylmethyl)-3-methoxyphenyl]-1,3-benzoxazole). As a reaction SMILES: [CH3:1][O:2][C:3]1[CH:4]=[C:5]([C:15]2[O:16][C:17]3[CH:23]=[CH:22][CH:21]=[CH:20][C:18]=3[N:19]=2)[CH:6]=[CH:7][C:8]=1[CH2:9][N:10]1[CH:14]=[CH:13][N:12]=N1.Br[CH2:25]C1C=CC(C2OC3C=CC=CC=3N=2)=CC=1OC.N1C=CN=C1>>[N:10]1([CH2:9][C:8]2[CH:7]=[CH:6][C:5]([C:15]3[O:16][C:17]4[CH:23]=[CH:22][CH:21]=[CH:20][C:18]=4[N:19]=3)=[CH:4][C:3]=2[O:2][CH3:1])[CH:14]=[CH:13][N:12]=[CH:25]1. Procedure details: Utilizing the general procedure outlined for 2-[3-methoxy-4-(1H-1,2,3-triazol-1-ylmethyl)phenyl]-1,3-benzoxazole, reaction of 2-[4-(bromomethyl)-3-methoxyphenyl]-1,3-benzoxazole (300 mg, 1.0 mmol) and imidazole (70 mg, 1.0 mmol) afforded the desired 2-[4-(1H-imidazol-1-ylmethyl)-3-methoxyphenyl]-1,3-benzoxazole as a colorless solid: 1H NMR (CDCl3, 300 MHz) δ 7.57–7.86 (m, 6H), 7.26–7.40 (m, 4H), 5.53 (s, 2H), 4.02 (s, 3H). MS (ESI) 306 (M+H)+. Reactants: CC(C)(C)OC(=O)n1ccc2cc(Br)ccc21, CC(=O)[O-], CC(=O)[O-], O=C([O-])[O-], Cc1ccccc1, CC(C)c1cc(C(C)C)c(-c2ccccc2P(C2CCCCC2)C2CCCCC2)c(C(C)C)c1, [Cs+], [Cs+], CC(C)(C)OC(=O)c1ccc(-c2ccccc2)cc1N, O=C(C=Cc1ccccc1)C=Cc1ccccc1, O=C(C=Cc1ccccc1)C=Cc1ccccc1, O=C(C=Cc1ccccc1)C=Cc1ccccc1, [Pd+2], [Pd], [Pd]. The product is CC(C)(C)OC(=O)c1ccc(-c2ccccc2)cc1Nc1ccc2c(ccn2C(=O)OC(C)(C)C)c1. As a reaction SMILES: [Br:61][c:62]1[cH:63][c:64]2[cH:65][cH:66][n:67]([C:71](=[O:72])[O:73][C:74]([CH3:75])([CH3:76])[CH3:77])[c:68]2[cH:69][cH:70]1.[C:134]([O-:135])(=[O:136])[CH3:137].[C:139]([O-:140])(=[O:141])[CH3:142].[C:55](=[O:56])([O-:57])[O-:58].[CH3:143][c:144]1[cH:145][cH:146][cH:147][cH:148][cH:149]1.[CH:21]1([P:22]([CH:23]2[CH2:24][CH2:25][CH2:26][CH2:27][CH2:28]2)[c:29]2[cH:30][cH:31][cH:32][cH:33][c:34]2-[c:35]2[c:36]([CH:37]([CH3:38])[CH3:39])[cH:40][c:41]([CH:42]([CH3:43])[CH3:44])[cH:45][c:46]2[CH:47]([CH3:48])[CH3:49])[CH2:50][CH2:51][CH2:52][CH2:53][CH2:54]1.[Cs+:59].[Cs+:60].[NH2:1][c:2]1[c:3]([C:4](=[O:5])[O:6][C:7]([CH3:8])([CH3:9])[CH3:10])[cH:11][cH:12][c:13](-[c:15]2[cH:16][cH:17][cH:18][cH:19][cH:20]2)[cH:14]1.[O:116]=[C:117]([CH:118]=[CH:119][c:120]1[cH:121][cH:122][cH:123][cH:124][cH:125]1)[CH:126]=[CH:127][c:128]1[cH:129][cH:130][cH:131][cH:132][cH:133]1.[O:80]=[C:81]([CH:82]=[CH:83][c:84]1[cH:85][cH:86][cH:87][cH:88][cH:89]1)[CH:90]=[CH:91][c:92]1[cH:93][cH:94][cH:95][cH:96][cH:97]1.[O:98]=[C:99]([CH:100]=[CH:101][c:102]1[cH:103][cH:104][cH:105][cH:106][cH:107]1)[CH:108]=[CH:109][c:110]1[cH:111][cH:112][cH:113][cH:114][cH:115]1.[Pd+2:138].[Pd:78].[Pd:79]>>[NH:1]([c:2]1[c:3]([C:4](=[O:5])[O:6][C:7]([CH3:8])([CH3:9])[CH3:10])[cH:11][cH:12][c:13](-[c:15]2[cH:16][cH:17][cH:18][cH:19][cH:20]2)[cH:14]1)[c:62]1[cH:63][c:64]2[cH:65][cH:66][n:67]([C:71](=[O:72])[O:73][C:74]([CH3:75])([CH3:76])[CH3:77])[c:68]2[cH:69][cH:70]1.